From a dataset of the Open Reaction Database (ORD), a public repository of structured organic reaction records. describe an organic reaction: reactants, conditions, products, and yield Reactants: CCc1oc(-c2ccc(C(F)(F)F)cc2)cc1CO, CCOCC, C1CCOC1. Yields the product CCc1oc(-c2ccc(C(F)(F)F)cc2)cc1C=O. Reaction SMILES: [CH2:1]([CH3:2])[c:3]1[o:4][c:5](-[c:10]2[cH:11][cH:12][c:13]([C:16]([F:17])([F:18])[F:19])[cH:14][cH:15]2)[cH:6][c:7]1[CH2:8][OH:9].[CH3:20][CH2:21][O:22][CH2:23][CH3:24].[O:25]1[CH2:26][CH2:27][CH2:28][CH2:29]1>>[CH2:1]([CH3:2])[c:3]1[o:4][c:5](-[c:10]2[cH:11][cH:12][c:13]([C:16]([F:17])([F:18])[F:19])[cH:14][cH:15]2)[cH:6][c:7]1[CH:8]=[O:9]. Reactants: CO, ClCCl, [Na+], [Na+], O, COCCOc1cc(N(C)S(=O)(=O)c2ccccn2)c2[nH]c(C3=NCC4(CCSCC4)S3)cc2c1, O=S([O-])[O-]. The product is COCCOc1cc(N(C)S(=O)(=O)c2ccccn2)c2[nH]c(C3=NCC4(CCS(=O)CC4)S3)cc2c1. RXN SMILES: [CH3:42][OH:43].[Cl:45][CH2:46][Cl:47].[Na+:40].[Na+:41].[OH2:44].[S:1]1[C:2]([c:11]2[nH:12][c:13]3[c:14]([N:25]([S:26](=[O:27])(=[O:28])[c:29]4[n:30][cH:31][cH:32][cH:33][cH:34]4)[CH3:35])[cH:15][c:16]([O:20][CH2:21][CH2:22][O:23][CH3:24])[cH:17][c:18]3[cH:19]2)=[N:3][CH2:4][C:5]12[CH2:6][CH2:7][S:8][CH2:9][CH2:10]2.[S:36](=[O:37])([O-:38])[O-:39]>>[S:1]1[C:2]([c:11]2[nH:12][c:13]3[c:14]([N:25]([S:26](=[O:27])(=[O:28])[c:29]4[n:30][cH:31][cH:32][cH:33][cH:34]4)[CH3:35])[cH:15][c:16]([O:20][CH2:21][CH2:22][O:23][CH3:24])[cH:17][c:18]3[cH:19]2)=[N:3][CH2:4][C:5]12[CH2:6][CH2:7][S:8](=[O:37])[CH2:9][CH2:10]2. Starting materials: [Pb].[N] (nitrogen lead), C(C=1C(O)=CC=CC1)(=O)OCC(=O)OC=C (vinyloxycarbonylmethyl salicylate), C(CCCCCCCCCCCCCCCCC)(=O)OC=C (vinyl stearate), N(=NC(C#N)(C)C)C(C#N)(C)C (azobis-isobutyronitrile). Solvent: CC(=O)C (acetone). Yields the product C(C=1C(O)=CC=CC1)(=O)OCC(=O)OC=C.C(CCCCCCCCCCCCCCCCC)(=O)OC=C (vinyloxycarbonylmethyl salicylate vinyl stearate). Reaction SMILES: [Pb].[N].[C:3]([O:12][CH2:13][C:14]([O:16][CH:17]=[CH2:18])=[O:15])(=[O:11])[C:4]1[C:5](=[CH:7][CH:8]=[CH:9][CH:10]=1)[OH:6].[C:19]([O:38][CH:39]=[CH2:40])(=[O:37])[CH2:20][CH2:21][CH2:22][CH2:23][CH2:24][CH2:25][CH2:26][CH2:27][CH2:28][CH2:29][CH2:30][CH2:31][CH2:32][CH2:33][CH2:34][CH2:35][CH3:36].N(C(C)(C)C#N)=NC(C)(C)C#N>CC(C)=O>[C:3]([O:12][CH2:13][C:14]([O:16][CH:17]=[CH2:18])=[O:15])(=[O:11])[C:4]1[C:5](=[CH:7][CH:8]=[CH:9][CH:10]=1)[OH:6].[C:19]([O:38][CH:39]=[CH2:40])(=[O:37])[CH2:20][CH2:21][CH2:22][CH2:23][CH2:24][CH2:25][CH2:26][CH2:27][CH2:28][CH2:29][CH2:30][CH2:31][CH2:32][CH2:33][CH2:34][CH2:35][CH3:36] |f:0.1,6.7,^3:0|. Procedure details: Into a 25 ml flask provided with a condenser, a nitrogen lead in tube and an agitator, there are introduced 2 g of vinyloxycarbonylmethyl salicylate, 1 g of vinyl stearate and 0.3 g of azobis-isobutyronitrile and6 ml of acetone. Yields the product C(C)(C)(C)C=1OC(=C(N1)COC1=CC(=C(C=C1)C[C@@H](C(=O)O)OCC)OC)C ((S)-3-[4-(2-tert-butyl-5-methyl-oxazol-4-ylmethoxy)-2-methoxy-phenyl]-2-ethoxy-propionic acid). Procedure: In analogy to the procedure described in example 46 d], (S)-3-[4-(2-tert-butyl-5-methyl-oxazol-4-ylmethoxy)-2-methoxy-phenyl]-2-ethoxy-propionic acid methyl ester was treated with LiOH to obtain (S)-3-[4-(2-tert-butyl-5-methyl-oxazol-4-ylmethoxy)-2-methoxy-phenyl]-2-ethoxy-propionic acid as colorless liquid. The reactants are COC([C@H](CC1=C(C=C(C=C1)OCC=1N=C(OC1C)C(C)(C)C)OC)OCC)=O ((S)-3-[4-(2-tert-butyl-5-methyl-oxazol-4-ylmethoxy)-2-methoxy-phenyl]-2-ethoxy-propionic acid methyl ester), [Li+].[OH-] (LiOH). RXN SMILES: C[O:2][C:3](=[O:29])[C@@H:4]([O:26][CH2:27][CH3:28])[CH2:5][C:6]1[CH:11]=[CH:10][C:9]([O:12][CH2:13][C:14]2[N:15]=[C:16]([C:20]([CH3:23])([CH3:22])[CH3:21])[O:17][C:18]=2[CH3:19])=[CH:8][C:7]=1[O:24][CH3:25].[Li+].[OH-]>>[C:20]([C:16]1[O:17][C:18]([CH3:19])=[C:14]([CH2:13][O:12][C:9]2[CH:10]=[CH:11][C:6]([CH2:5][C@H:4]([O:26][CH2:27][CH3:28])[C:3]([OH:29])=[O:2])=[C:7]([O:24][CH3:25])[CH:8]=2)[N:15]=1)([CH3:21])([CH3:23])[CH3:22] |f:1.2|. Reactants: C(C1=CC=CC=C1)(C1=CC=CC=C1)(C1=CC=CC=C1)N1C=NC(=C1)CC1=CC=C(C=C1)C#N (1-trityl-4-(4-Cyanobenzyl)-imidazole), C1(=CC=CC=C1)C=1C(=NC(=CC1)CBr)Cl (3-phenyl-2-chloro-6-bromomethylpyridine), Cl (HCl), Cl (HCl). The solvent is C(C)#N (acetonitrile), C(C)#N (acetonitrile), CO (methanol). Reaction conditions: temperature 65 celsius. Yields the product Cl.C1(=CC=CC=C1)C=1C(=NC(=CC1)CN1C=NC=C1CC1=CC=C(C=C1)C#N)Cl (1-(3-Phenyl-2-chloropyrid-6-ylmethyl)-5-(4-cyanobenzyl)imidazole hydrochloride salt). Reaction SMILES: C([N:20]1[CH:24]=[C:23]([CH2:25][C:26]2[CH:31]=[CH:30][C:29]([C:32]#[N:33])=[CH:28][CH:27]=2)[N:22]=[CH:21]1)(C1C=CC=CC=1)(C1C=CC=CC=1)C1C=CC=CC=1.[C:34]1([C:40]2[C:41]([Cl:48])=[N:42][C:43]([CH2:46]Br)=[CH:44][CH:45]=2)[CH:39]=[CH:38][CH:37]=[CH:36][CH:35]=1.Cl>C(#N)C.CO>[ClH:48].[C:34]1([C:40]2[C:41]([Cl:48])=[N:42][C:43]([CH2:46][N:22]3[C:23]([CH2:25][C:26]4[CH:27]=[CH:28][C:29]([C:32]#[N:33])=[CH:30][CH:31]=4)=[CH:24][N:20]=[CH:21]3)=[CH:44][CH:45]=2)[CH:35]=[CH:36][CH:37]=[CH:38][CH:39]=1 |f:5.6|. Procedure: To 1-trityl-4-(4-Cyanobenzyl)-imidazole (88.4 mg, 0.208 mmol) in acetonitrile (1 mL) was added 3-phenyl-2-chloro-6-bromomethylpyridine (53.5 mg, 0.189 mmol) and the mixture heated at 65° C. for 16 hours. The residue was dissolved in methanol (3 ml) and heated at reflux for 2 hours, cooled and evaporated to dryness. The residue was partitioned between sat. aq. Na2CO3 solution and CH2Cl2. The organic layer was dried, (MgSO4) and the solvent evaporated in vacuo. The residue was chromatographed (Sil... Reactants: [Cl-].[Na+] (Sodium chloride), [Cl-].COC[P+](C1=CC=CC=C1)(C1=CC=CC=C1)C1=CC=CC=C1 (methoxymethyltriphenylphosphonium chloride), C(CCC)[Li] (n-butyllithium), C(C)(C)C1=CC=C(C=O)C=C1 (4-isopropylbenzaldehyde). Run in C(C)OCC (diethyl ether), C(C)OCC (diethyl ether). Conditions: time 1 hour. Product: COC=CC1=CC=C(C=C1)C(C)C (1-methoxy-2-[4-(1-methylethyl)phenyl]-ethene). The yield is 56.9%. Reaction SMILES: [Cl-].[CH3:2][O:3][CH2:4][P+](C1C=CC=CC=1)(C1C=CC=CC=1)C1C=CC=CC=1.C([Li])CCC.[CH:29]([C:32]1[CH:39]=[CH:38][C:35]([CH:36]=O)=[CH:34][CH:33]=1)([CH3:31])[CH3:30].[Cl-].[Na+]>C(OCC)C>[CH3:2][O:3][CH:4]=[CH:36][C:35]1[CH:38]=[CH:39][C:32]([CH:29]([CH3:31])[CH3:30])=[CH:33][CH:34]=1 |f:0.1,4.5|. Procedure: 27.7 g of methoxymethyltriphenylphosphonium chloride is introduced into 350 ml of diethyl ether under nitrogen. At 0° C., 38.8 ml of n-butyllithium solution (1.6 M in hexane) is added in drops, and it is stirred for one hour at room temperature. 12 g of 4-isopropylbenzaldehyde in 50 ml of diethyl ether is now added, and it is stirred for one more hour. Sodium chloride solution is added to the reaction mixture, extracted with ethyl acetate, dried on sodium sulfate and concentrated by evaporation....